From a dataset of the Open Reaction Database (ORD), a public repository of structured organic reaction records. describe an organic reaction: reactants, conditions, products, and yield Reactants: FC1=C(C=CC(=C1)N1C(NCC1)=O)N1N=C(C(C(=C1)OC)=O)C1=CC=NN1C1=CC=CC=C1 (1-[2-fluoro-4-(2-oxoimidazolidin-1-yl)phenyl]-5-methoxy-3-(1-phenyl-1H-pyrazol-5-yl)pyridazin-4(1H)-one), IC (iodomethane), [H-].[Na+] (sodium hydride). Solvent: CN(C)C=O (DMF). Run at temperature 0 celsius, time 2 hour. The product is FC1=C(C=CC(=C1)N1C(N(CC1)C)=O)N1N=C(C(C(=C1)OC)=O)C1=CC=NN1C1=CC=CC=C1 (1-[2-fluoro-4-(3-methyl-2-oxoimidazolidin-1-yl)phenyl]-5-methoxy-3-(1-phenyl-1H-pyrazol-5-yl)pyridazin-4(1H)-one). The yield is 57.9%. As a reaction SMILES: [F:1][C:2]1[CH:7]=[C:6]([N:8]2[CH2:12][CH2:11][NH:10][C:9]2=[O:13])[CH:5]=[CH:4][C:3]=1[N:14]1[CH:19]=[C:18]([O:20][CH3:21])[C:17](=[O:22])[C:16]([C:23]2[N:27]([C:28]3[CH:33]=[CH:32][CH:31]=[CH:30][CH:29]=3)[N:26]=[CH:25][CH:24]=2)=[N:15]1.I[CH3:35].[H-].[Na+]>CN(C=O)C>[F:1][C:2]1[CH:7]=[C:6]([N:8]2[CH2:12][CH2:11][N:10]([CH3:35])[C:9]2=[O:13])[CH:5]=[CH:4][C:3]=1[N:14]1[CH:19]=[C:18]([O:20][CH3:21])[C:17](=[O:22])[C:16]([C:23]2[N:27]([C:28]3[CH:29]=[CH:30][CH:31]=[CH:32][CH:33]=3)[N:26]=[CH:25][CH:24]=2)=[N:15]1 |f:2.3|. Reported procedure: A mixture of 1-[2-fluoro-4-(2-oxoimidazolidin-1-yl)phenyl]-5-methoxy-3-(1-phenyl-1H-pyrazol-5-yl)pyridazin-4(1H)-one (40 mg, 0.09 mmol), iodomethane (0.02 mL, 0.36 mmol), and sodium hydride (60% in oil) (7.0 mg, 0.18 mmol) in DMF (4.0 mL) was stirred at 0° C. for 2 h. The reaction mixture was quenched with H2O, and extracted with AcOEt. The organic layer was dried over MgSO4, and concentrated under reduced pressure. The residue was recrystallized from iPr2O/AcOEt to give the title compound (24 m... The reactants are ClC=1C(C=C(C(C1C1=C(NC2=CC=CC=C12)C1(CC1)C)=O)Cl)=O (2,5-dichloro-3-[2-(1-methyl-cyclopropyl)-1H-indole-3-yl]-[1,4]benzoquinone), [OH-].[Na+] (NaOH), OS(=O)(=O)O (H2SO4), O (water). Run in CO (MeOH). The product is OC=1C(C=C(C(C1C1=C(NC2=CC=CC=C12)C1(CC1)C)=O)O)=O (2,5-dihydroxy-3-[2-(1-methyl-cyclopropyl)-1H-indol-3-yl]-[1,4]benzoquinone). Isolated yield 87.0%. RXN SMILES: Cl[C:2]1[C:3](=[O:23])[CH:4]=[C:5](Cl)[C:6](=[O:21])[C:7]=1[C:8]1[C:16]2[C:11](=[CH:12][CH:13]=[CH:14][CH:15]=2)[NH:10][C:9]=1[C:17]1([CH3:20])[CH2:19][CH2:18]1.[OH-:24].[Na+].[OH2:26].OS(O)(=O)=O>CO>[OH:24][C:2]1[C:3](=[O:23])[CH:4]=[C:5]([OH:26])[C:6](=[O:21])[C:7]=1[C:8]1[C:16]2[C:11](=[CH:12][CH:13]=[CH:14][CH:15]=2)[NH:10][C:9]=1[C:17]1([CH3:20])[CH2:19][CH2:18]1 |f:1.2|. Procedure details: To a refluxing solution of 2,5-dichloro-3-[2-(1-methyl-cyclopropyl)-1H-indole-3-yl]-[1,4]benzoquinone (0.056 g, 0.16 mmol) in MeOH (6 mL) was added 10% aqueous NaOH (3 mL) dropwise. After refluxing for a half hour, the mixture was poured into cold water (20 mL). H2SO4 (10%) was added to acidify the mixture, which was extracted with EtOAc (3×10 mL). The organic layer was washed with brine (10 mL) and dried over Na2SO4. The solution was concentrated and purified by flash column chromatography (oxa...